describe an organic reaction: reactants, conditions, products, and yield From a dataset of the Open Reaction Database (ORD), a public repository of structured organic reaction records. Reactants: C1(CC1)N1N=CC(=C1C(F)(F)F)C(=O)O (1-Cyclopropyl-5-trifluoromethyl-1H-pyrazole-4-carboxylic acid), C1(CC1)N1N=CC(=C1C(F)(F)F)C(=O)O (1-Cyclopropyl-5-trifluoromethyl-1H-pyrazole-4-carboxylic acid), ester, CCN(C(C)C)C(C)C (DIPEA), [B-](F)(F)(F)F.CN(C)C(=[N+](C)C)ON1C(=O)CCC1=O (TSTU), NC1C2CC3(CC(CC1C3)C2)O (4-amino-adamantan-1-ol). Run in ClCCl (dichloromethane), CN(C)C=O (DMF), O (water). Conditions: time 2 hour. The product is OC12CC3C(C(CC(C1)C3)C2)NC(=O)C=2C=NN(C2C(F)(F)F)C2CC2 (1-cyclopropyl-5-trifluoromethyl-1H-pyrazole-4-carboxylic acid (5-hydroxy-adamantan-2-yl)-amide). RXN SMILES: [CH:1]1([N:4]2[C:8]([C:9]([F:12])([F:11])[F:10])=[C:7]([C:13]([OH:15])=O)[CH:6]=[N:5]2)[CH2:3][CH2:2]1.CCN(C(C)C)C(C)C.[B-](F)(F)(F)F.CN(C(ON1C(=O)CCC1=O)=[N+](C)C)C.[NH2:45][CH:46]1[CH:53]2[CH2:54][C:49]3([OH:56])[CH2:50][CH:51]([CH2:55][CH:47]1[CH2:48]3)[CH2:52]2>ClCCl.CN(C=O)C.O>[OH:56][C:49]12[CH2:54][CH:53]3[CH2:52][CH:51]([CH2:55][CH:47]([CH:46]3[NH:45][C:13]([C:7]3[CH:6]=[N:5][N:4]([CH:1]4[CH2:2][CH2:3]4)[C:8]=3[C:9]([F:10])([F:11])[F:12])=[O:15])[CH2:48]1)[CH2:50]2 |f:2.3|. Procedure details: 1-Cyclopropyl-5-trifluoromethyl-1H-pyrazole-4-carboxylic acid (Intermediate 6, 100 mg, 0.45 mmol) was dissolved in a mixture of dry dichloromethane (4 mL) and dry DMF (1 mL). DIPEA (0.5 mL, 2.9 mmol) and TSTU (165 mg, 0.5 mmol) were added to the above mixture. After the mixture was stirred for 2 h, the appearance of active ester was detected by LC-MS. Then 4-amino-adamantan-1-ol (77 mg, 0.46 mmol) was added. After another 4 hours water was added and the organic layer was separated. The aqueous l...